This data is from the Open Reaction Database (ORD), a public repository of structured organic reaction records. The task is: describe an organic reaction: reactants, conditions, products, and yield Starting materials: OC1(c2ccc(C(F)(F)F)cc2)CCN(Cc2ccccc2)CC1, ClCCl, CC(=O)O, Cl. Product: FC(F)(F)c1ccc(C2=CCN(Cc3ccccc3)CC2)cc1. RXN SMILES: [CH2:1]([c:2]1[cH:3][cH:4][cH:5][cH:6][cH:7]1)[N:8]1[CH2:9][CH2:10][C:11]([OH:14])([c:15]2[cH:16][cH:17][c:18]([C:21]([F:22])([F:23])[F:24])[cH:19][cH:20]2)[CH2:12][CH2:13]1.[CH2:30]([Cl:31])[Cl:32].[CH3:26][C:27](=[O:28])[OH:29].[ClH:25]>>[CH2:1]([c:2]1[cH:3][cH:4][cH:5][cH:6][cH:7]1)[N:8]1[CH2:9][CH:10]=[C:11]([c:15]2[cH:16][cH:17][c:18]([C:21]([F:22])([F:23])[F:24])[cH:19][cH:20]2)[CH2:12][CH2:13]1. Reactants: [S-2].[Na+].[Na+] (sodium sulfide), CC1=C(C#N)C=CC(=C1C#N)SC#N (2-methyl-4-thiocyanoisophthalonitrile). Solvent: O (water), CO (methanol), O (water). Run at time 3 hour. Product: CC=1C(=C(C=CC1C#N)S)C#N (3-Methyl-2,4-dicyanothiophenol). As a reaction SMILES: [S-2].[Na+].[Na+].[CH3:4][C:5]1[C:12]([C:13]#[N:14])=[C:11]([S:15]C#N)[CH:10]=[CH:9][C:6]=1[C:7]#[N:8]>O.CO>[CH3:4][C:5]1[C:12]([C:13]#[N:14])=[C:11]([SH:15])[CH:10]=[CH:9][C:6]=1[C:7]#[N:8] |f:0.1.2|. Reported procedure: At 25-35° C., a solution of 110.5 g (0.85 mol) of 60 percent pure sodium sulfide in 425 ml of water was added dropwise to a solution of 170 g (0.85 mol) of 2-methyl-4-thiocyanoisophthalonitrile in 850 ml of methanol, and the mixture was stirred at room temperature for 3 hours. The mixture was then admixed with 1000 ml of water and extracted with methyl tert-butyl ether. The aqueous phase was acidified to pH 1 using HCl, and the thiophenol was extracted with methylene chloride. The extract was wa... The reactants are ClCCl, CCN(C(C)C)C(C)C, CC1=C(C(=O)O)C(c2cc(F)cc(F)c2)NC(=O)N1, Nc1ccc2[nH]nc(Nc3ccc(F)cc3)c2c1. The product is CC1=C(C(=O)Nc2ccc3[nH]nc(Nc4ccc(F)cc4)c3c2)C(c2cc(F)cc(F)c2)NC(=O)N1. Reaction SMILES: [CH2:47]([Cl:48])[Cl:49].[CH:38]([N:39]([CH:40]([CH3:41])[CH3:42])[CH2:43][CH3:44])([CH3:45])[CH3:46].[F:1][c:2]1[cH:3][c:4]([CH:9]2[NH:10][C:11](=[O:19])[NH:12][C:13]([CH3:18])=[C:14]2[C:15](=[O:16])[OH:17])[cH:5][c:6]([F:8])[cH:7]1.[F:20][c:21]1[cH:22][cH:23][c:24]([NH:27][c:28]2[n:29][nH:30][c:31]3[cH:32][cH:33][c:34]([NH2:37])[cH:35][c:36]23)[cH:25][cH:26]1>>[F:1][c:2]1[cH:3][c:4]([CH:9]2[NH:10][C:11](=[O:19])[NH:12][C:13]([CH3:18])=[C:14]2[C:15](=[O:17])[NH:37][c:34]2[cH:33][cH:32][c:31]3[nH:30][n:29][c:28]([NH:27][c:24]4[cH:23][cH:22][c:21]([F:20])[cH:26][cH:25]4)[c:36]3[cH:35]2)[cH:5][c:6]([F:8])[cH:7]1.